From a dataset of the Open Reaction Database (ORD), a public repository of structured organic reaction records. describe an organic reaction: reactants, conditions, products, and yield The reactants are C(C)C1=CC=C2C(C(NC2=C1)=O)=O (6-ethyl isatin), Cl (hydrochloric acid), [OH-].[Na+] (sodium hydroxide), solution, OO (hydrogen peroxide). Conditions: temperature 50 celsius. The product is C(C)C=1C=C(C(C(=O)O)=CC1)N (4-ethyl-anthranilic acid). As a reaction SMILES: [CH2:1]([C:3]1[CH:11]=[C:10]2[C:6]([C:7](=[O:13])C(=O)[NH:9]2)=[CH:5][CH:4]=1)[CH3:2].[OH-:14].[Na+].OO.Cl>>[CH2:1]([C:3]1[CH:11]=[C:10]([NH2:9])[C:6](=[CH:5][CH:4]=1)[C:7]([OH:13])=[O:14])[CH3:2] |f:1.2|. Procedure: In a 500 ml flask, was placed 16.84 gm of 6-ethyl isatin which was covered with 216 ml of 1.5M sodium hydroxide solution. With stirring, the mixture was warmed to 50° C. Heating was discontinued and the solution was treated with a 30% solution of hydrogen peroxide (24 ml) which was added at such a rate to maintain the temperature at between 50° to 65° C. The mixture was left to slowly cool to room temperature and was then acidified to pH 4 with concentrated hydrochloric acid. The precipitated pr...